Dataset: the Open Reaction Database (ORD), a public repository of structured organic reaction records. Task: describe an organic reaction: reactants, conditions, products, and yield Reactants: N[C@@H](CC1=CC=C(C=C1)O)C(=O)O (L-tyrosine), alcohol, O.C1(=CC=C(C=C1)S(=O)(=O)O)C (p-toluenesulfonic acid hydrate), C(CCCCCCCCCCCCC)O (myristyl alcohol). Solvent: C1(=CC=CC=C1)C (toluene), C1(=CC=CC=C1)C (toluene), C1(=CC=CC=C1)C (toluene), O (water). Run at time 11 hour. The product is C(CCCCCCCCCCCCC)OC([C@@H](N)CC1=CC=C(C=C1)O)=O (L-tyrosine myristyl ester). Yield: 80.0%. As a reaction SMILES: [NH2:1][C@H:2]([C:11]([OH:13])=[O:12])[CH2:3][C:4]1[CH:9]=[CH:8][C:7]([OH:10])=[CH:6][CH:5]=1.O.C1(C)C=CC(S(O)(=O)=O)=CC=1.[CH2:26](O)[CH2:27][CH2:28][CH2:29][CH2:30][CH2:31][CH2:32][CH2:33][CH2:34][CH2:35][CH2:36][CH2:37][CH2:38][CH3:39]>C1(C)C=CC=CC=1.O>[CH2:39]([O:12][C:11](=[O:13])[C@H:2]([CH2:3][C:4]1[CH:5]=[CH:6][C:7]([OH:10])=[CH:8][CH:9]=1)[NH2:1])[CH2:38][CH2:37][CH2:36][CH2:35][CH2:34][CH2:33][CH2:32][CH2:31][CH2:30][CH2:29][CH2:28][CH2:27][CH3:26] |f:1.2|. Procedure details: 9.1 g (0.05 mole) of L-tyrosine was used, 11.4 g (0.06 mole) of p-toluenesulfonic acid hydrate was used, and 11.79 g (0.055 mole) of myristyl alcohol was used as an alcohol. After 200 ml of toluene was added thereto as a solvent, these materials were stirred and mixed well. The resulting reaction mixture was heated at the reflux temperature of toluene to carry out the esterification reaction. In this case, water was formed with the progress of the esterification reaction and released in the form... Reactants: C(=O)(O)[O-].[Na+] (NaHCO3), C[O-].[Na+] (NaOMe), C(C)OC(=O)C1=CC2=C(S1)C=C(C=C2)C=O (6-formyl-benzo[b]thiophene-2-carboxylic acid ethyl ester), C(C1=CC=CC=C1)N (benzylamine), C(C)(=O)O[BH-](OC(C)=O)OC(C)=O.[Na+] (sodium triacetoxyborohydride), C(C)(=O)O (acetic acid), Cl.NO (hydroxylamine hydrochloride). Solvent: ClC(C)Cl (dichloroethane). The product is ONC(=O)C1=CC2=C(S1)C=C(C=C2)CNCC2=CC=CC=C2 (6-(benzylamino-methyl)-benzo[b]thiophene-2-carboxylic acid hydroxyamide). RXN SMILES: C(O[C:4]([C:6]1[S:10][C:9]2[CH:11]=[C:12]([CH:15]=O)[CH:13]=[CH:14][C:8]=2[CH:7]=1)=[O:5])C.[CH2:17]([NH2:24])[C:18]1[CH:23]=[CH:22][CH:21]=[CH:20][CH:19]=1.C(O[BH-](OC(=O)C)OC(=O)C)(=O)C.[Na+].C(O)(=O)C.C([O-])(O)=O.[Na+].Cl.[NH2:49][OH:50].C[O-].[Na+]>ClC(Cl)C>[OH:50][NH:49][C:4]([C:6]1[S:10][C:9]2[CH:11]=[C:12]([CH2:15][NH:24][CH2:17][C:18]3[CH:23]=[CH:22][CH:21]=[CH:20][CH:19]=3)[CH:13]=[CH:14][C:8]=2[CH:7]=1)=[O:5] |f:2.3,5.6,7.8,9.10|. Reported procedure: To a solution of 6-formyl-benzo[b]thiophene-2-carboxylic acid ethyl ester (85 mg, 0.36 mmol) and benzylamine (51 μL, 0.47 mmol) in anhydrous dichloroethane (5 mL) were added sodium triacetoxyborohydride (230 mg, 1.08 mmol) and acetic acid (20 μL, 0.35 mmol). After the reaction was complete, 5 mL of saturated NaHCO3 was added. The organic layer was separated, washed with 5 mL of water and then concentrated. After drying under high vacuum, the residue was dissolved in anhydrous MeOH (5 mL) and hyd... Starting materials: BrC1=CC=C(C=C1)[C@H](C)N1C(O[C@](CC1)(C1=CC=C(C=C1)F)CC(C#N)(C)C)=O (3-((R)-3-((S)-1-(4-bromophenyl)ethyl)-6-(4-fluorophenyl)-2-oxo-1,3-oxazinan-6-yl)-2,2-dimethylpropanenitrile), O=C1NC=C(C=C1)B(O)O (2-oxo-1,2-dihydropyridin-5-ylboronic acid). Yields the product FC1=CC=C(C=C1)[C@]1(CCN(C(O1)=O)[C@@H](C)C1=CC=C(C=C1)C1=CNC(C=C1)=O)CC(C#N)(C)C (3-((R)-6-(4-fluorophenyl)-2-oxo-3-((S)-1-(4-(6-oxo-1,6-dihydropyridin-3-yl)phenyl)ethyl)-1,3-oxazinan-6-yl)-2,2-dimethylpropanenitrile). As a reaction SMILES: Br[C:2]1[CH:7]=[CH:6][C:5]([C@@H:8]([N:10]2[CH2:15][CH2:14][C@:13]([CH2:23][C:24]([CH3:28])([CH3:27])[C:25]#[N:26])([C:16]3[CH:21]=[CH:20][C:19]([F:22])=[CH:18][CH:17]=3)[O:12][C:11]2=[O:29])[CH3:9])=[CH:4][CH:3]=1.[O:30]=[C:31]1[CH:36]=[CH:35][C:34](B(O)O)=[CH:33][NH:32]1>>[F:22][C:19]1[CH:20]=[CH:21][C:16]([C@:13]2([CH2:23][C:24]([CH3:28])([CH3:27])[C:25]#[N:26])[O:12][C:11](=[O:29])[N:10]([C@H:8]([C:5]3[CH:6]=[CH:7][C:2]([C:34]4[CH:35]=[CH:36][C:31](=[O:30])[NH:32][CH:33]=4)=[CH:3][CH:4]=3)[CH3:9])[CH2:15][CH2:14]2)=[CH:17][CH:18]=1. Procedure: The title compound was prepared from 3-((R)-3-((S)-1-(4-bromophenyl)ethyl)-6-(4-fluorophenyl)-2-oxo-1,3-oxazinan-6-yl)-2,2-dimethylpropanenitrile and 2-oxo-1,2-dihydropyridin-5-ylboronic acid following a procedure analogous to that described in Example 4. LC-MS Method 1 tR=1.37 min, m/z=474(M+1); 1H NMR (CDCl3) 7.97, (dd, 1H), 7.73(s, 1H), 7.33(m, 2H), 7.20(d, 2H), 7.17(t, 2H), 6.98(m, 3H), 5.67(q, 1H), 3.00(dt, 1H), 2.49(m, 2H), 2.30(m, 1H), 2.13(s, 2H), 1.55(d, 3H), 1.45(s, 3H), 1.34(s, 3H). Starting materials: [BH4-], CC(=O)c1c(-c2ccncc2)sc(-c2ccncc2)c1C, CO, [Na+], O. Yields the product Cc1c(-c2ccncc2)sc(-c2ccncc2)c1C(C)O. Reaction SMILES: [BH4-:22].[C:1]([CH3:2])(=[O:3])[c:4]1[c:5](-[c:16]2[cH:17][cH:18][n:19][cH:20][cH:21]2)[s:6][c:7](-[c:10]2[cH:11][cH:12][n:13][cH:14][cH:15]2)[c:8]1[CH3:9].[CH3:25][OH:26].[Na+:23].[OH2:24]>>[CH:1]([CH3:2])([OH:3])[c:4]1[c:5](-[c:16]2[cH:17][cH:18][n:19][cH:20][cH:21]2)[s:6][c:7](-[c:10]2[cH:11][cH:12][n:13][cH:14][cH:15]2)[c:8]1[CH3:9]. Reactants: COP(OC)(=O)CCOC(C)=O (2-acetoxyethane phosphonic acid dimethyl ester), C(C)(=O)OC.CO (methyl acetate methanol). The reagents and catalysts are S(O)(O)(=O)=O (sulfuric acid). Solvent: CO (methanol). The product is COP(OC)(=O)CCO (2-hydroxyethane-phosphonic acid dimethyl ester). Isolated yield 85.0%. As a reaction SMILES: [CH3:1][O:2][P:3]([CH2:7][CH2:8][O:9]C(=O)C)(=[O:6])[O:4][CH3:5].C(OC)(=O)C.CO>CO.S(=O)(=O)(O)O>[CH3:1][O:2][P:3]([CH2:7][CH2:8][OH:9])(=[O:6])[O:4][CH3:5] |f:1.2|. Procedure details: A solution of 50 g of 2-acetoxyethane phosphonic acid dimethyl ester in 100 ml of anhydrous methanol is heated to 65°-70°C for 5 hours, while adding one drop of concentrated sulfuric acid. A mixture of methyl acetate/methanol is removed continuously by distillation in the course of the reaction. After a distillation under reduced pressure 33.5 g of 2-hydroxyethane-phosphonic acid dimethyl ester are obtained, corresponding to a yield of 85% of the theoretical. RXN SMILES: [C:18]([O:19][C:20](=[O:21])[NH:25][CH:26]1[C:27](=[O:35])[N:28]([S:31](=[O:32])(=[O:33])[OH:34])[CH:29]1[CH3:30])([CH3:22])([CH3:23])[CH3:24].[CH2:1]([N+:2]([CH2:3][CH2:4][CH2:5][CH3:6])([CH2:7][CH2:8][CH2:9][CH3:10])[CH2:11][CH2:12][CH2:13][CH3:14])[CH2:15][CH2:16][CH3:17].[CH2:39]([Cl:40])[Cl:41].[CH:36]([OH:37])=[O:38]>>[NH2:25][CH:26]1[C:27](=[O:35])[N:28]([S:31](=[O:32])(=[O:33])[OH:34])[CH:29]1[CH3:30]. Reactants: CC1C(NC(=O)OC(C)(C)C)C(=O)N1S(=O)(=O)O, CCCC[N+](CCCC)(CCCC)CCCC, ClCCl, O=CO. Yields the product CC1C(N)C(=O)N1S(=O)(=O)O. Starting materials: OC1=C(C=C(C2=CC=CC=C12)NS(=O)(=O)C=1SC=CC1)SCC(=O)OCC (Ethyl 2-(1-hydroxy-4-(thiophene-2-sulfonamido)naphthalen-2-ylthio)acetate), O=C1C(=CC(C2=CC=CC=C12)=NS(=O)(=O)C=1SC=CC1)SCCC(=O)OC (Methyl 3-(1-oxo-4-(thiophen-2-ylsulfonylimino)-1,4-dihydronaphthalen-2-ylthio)propanoate). The product is OC1=C(C=C(C2=CC=CC=C12)NS(=O)(=O)C=1SC=CC1)SCCC(=O)OC (Methyl 3-(1-hydroxy-4-(thiophene-2-sulfonamido)naphthalen-2-ylthio)propanoate), title compound. Yield: 93.0%. RXN SMILES: OC1C2C(=CC=CC=2)C(NS(C2SC=CC=2)(=O)=O)=CC=1SCC(OCC)=O.[O:28]=[C:29]1[C:38]2[C:33](=[CH:34][CH:35]=[CH:36][CH:37]=2)[C:32](=[N:39][S:40]([C:43]2[S:44][CH:45]=[CH:46][CH:47]=2)(=[O:42])=[O:41])[CH:31]=[C:30]1[S:48][CH2:49][CH2:50][C:51]([O:53][CH3:54])=[O:52]>>[OH:28][C:29]1[C:38]2[C:33](=[CH:34][CH:35]=[CH:36][CH:37]=2)[C:32]([NH:39][S:40]([C:43]2[S:44][CH:45]=[CH:46][CH:47]=2)(=[O:42])=[O:41])=[CH:31][C:30]=1[S:48][CH2:49][CH2:50][C:51]([O:53][CH3:54])=[O:52]. Procedure: 5.2.22 Methyl 3-(1-hydroxy-4-(thiophene-2-sulfonamido)naphthalen-2-ylthio)propanoate (9b) was prepared according to the procedure for 9a except using 8b affording 28 mg (93%) title compound as a pale yellow solid without column purification, m.p.: 117-119° C. Starting materials: O (water), NC=1C=NC2=CC=CC=C2C1S (3-Aminoquinoline-4-thiol), polyphosphoric acid, C(CC(C)C)(=O)O (Isovaleric acid). Solvent: ClCCl (dichloromethane). Reaction conditions: temperature 140 celsius. Yields the product CC(CC=1SC2=C(C=NC=3C=CC=CC23)N1)C (2-(2-methylpropyl)thiazolo[4,5-c]quinoline). As a reaction SMILES: [NH2:1][C:2]1[CH:3]=[N:4][C:5]2[C:10]([C:11]=1[SH:12])=[CH:9][CH:8]=[CH:7][CH:6]=2.[C:13](O)(=O)[CH2:14][CH:15]([CH3:17])[CH3:16].O>ClCCl>[CH3:16][CH:15]([CH3:17])[CH2:14][C:13]1[S:12][C:11]2[C:10]3[CH:9]=[CH:8][CH:7]=[CH:6][C:5]=3[N:4]=[CH:3][C:2]=2[N:1]=1. Procedure details: 3-Aminoquinoline-4-thiol (4.6 g) was added to polyphosphoric acid (80 g). Isovaleric acid (3.5 mL) was added and the reaction mixture was heated at 140° C. for 2 hours. The reaction mixture was poured into a mixture of ice and water (300 mL). The mixture was filtered through a layer of Celite® filter aid to remove some insoluble material. The filtrate was made alkaline with 50% sodium hydroxide while cooling with ice and then extracted with chloroform. The extract was washed with water, dried ov... The reactants are COC=1C=CC(=C(C1)N)C1CC2=CC=C(C=C2CC1)OC (5-methoxy-2-(6-methoxy-1,2,3,4-tetrahydronaphthalen-2-yl)phenylamine), OC=1C=C(C(C(=O)O)=CC1)C(=O)O (4-hydroxyphthalic acid), O (Water). The solvent is C(C)(=O)O (acetic acid). Reaction conditions: temperature 140 celsius, time 1 hour. The product is OC=1C=C2C(N(C(C2=CC1)=O)C1=C(C=CC(=C1)OC)C1CC2=CC=C(C=C2CC1)OC)=O (5-Hydroxy-2-[5-methoxy-2-(6-methoxy-1,2,3,4-tetrahydronaphthalen-2-yl)phenyl]isoindole-1,3-dione). Isolated yield 99.0%. RXN SMILES: [CH3:1][O:2][C:3]1[CH:4]=[CH:5][C:6]([CH:10]2[CH2:19][CH2:18][C:17]3[C:12](=[CH:13][CH:14]=[C:15]([O:20][CH3:21])[CH:16]=3)[CH2:11]2)=[C:7]([NH2:9])[CH:8]=1.[OH:22][C:23]1[CH:24]=[C:25]([C:32](O)=[O:33])[C:26](=[CH:30][CH:31]=1)[C:27](O)=[O:28].O>C(O)(=O)C>[OH:22][C:23]1[CH:24]=[C:25]2[C:26](=[CH:30][CH:31]=1)[C:27](=[O:28])[N:9]([C:7]1[CH:8]=[C:3]([O:2][CH3:1])[CH:4]=[CH:5][C:6]=1[CH:10]1[CH2:19][CH2:18][C:17]3[C:12](=[CH:13][CH:14]=[C:15]([O:20][CH3:21])[CH:16]=3)[CH2:11]1)[C:32]2=[O:33]. Procedure: A suspension of 5-methoxy-2-(6-methoxy-1,2,3,4-tetrahydronaphthalen-2-yl)phenylamine (1.0 g) and 4-hydroxyphthalic acid (1.0 g) in acetic acid (10 ml) was stirred for 1 hour at 140° C. Water was added thereto followed by stirring, the solution was extracted with ethyl acetate, then sequentially washed with a saturated aqueous solution of sodium bicarbonate, water and brine, and the solvent was evaporated in vacuo. The residue was purified by silica gel column chromatography (hexane-ethyl acetate... The reactants are C(C)(C)(C)OC(=O)N1CC(CC1)O (3-hydroxy-pyrrolidine-1-carboxylic acid t-butyl ester), C1(=CC=CC=C1)P(C1=CC=CC=C1)C1=CC=CC=C1 (triphenyl phosphine), C(C1=CC=CC=C1)OC(C1=CC=C(C=C1)O)=O (4-hydroxy-benzoic acid benzyl ester), CCOC(=O)/N=N/C(=O)OCC (DEAD). The solvent is C1CCOC1 (THF). Conditions: temperature 0 celsius, time 16 hour. The product is C(C)(C)(C)OC(=O)N1CC(CC1)OC1=CC=C(C=C1)C(=O)O (3-(4-carboxy-phenoxy)-pyrrolidine-1-carboxylic acid t-butyl ester). The yield is 69.1%. As a reaction SMILES: [C:1]([O:5][C:6]([N:8]1[CH2:12][CH2:11][CH:10]([OH:13])[CH2:9]1)=[O:7])([CH3:4])([CH3:3])[CH3:2].C1(P(C2C=CC=CC=2)C2C=CC=CC=2)C=CC=CC=1.C([O:40][C:41](=[O:49])[C:42]1[CH:47]=[CH:46][C:45](O)=[CH:44][CH:43]=1)C1C=CC=CC=1.CCOC(/N=N/C(OCC)=O)=O>C1COCC1>[C:1]([O:5][C:6]([N:8]1[CH2:12][CH2:11][CH:10]([O:13][C:45]2[CH:46]=[CH:47][C:42]([C:41]([OH:49])=[O:40])=[CH:43][CH:44]=2)[CH2:9]1)=[O:7])([CH3:4])([CH3:2])[CH3:3]. Procedure details: To a stirred solution of 3-hydroxy-pyrrolidine-1-carboxylic acid t-butyl ester (3 g, 16.02 mmol) in dry THF (75 mL) was added triphenyl phosphine (4.62 g, 17.62 mmol) and 4-hydroxy-benzoic acid benzyl ester (4.02 g, 17.62 mmol). The reaction mixture was cooled to 0° C. and DEAD (2.78 mL, 17.62 mmol) was added dropwise over a period of 30 min. The reaction was gradually brought to room temperature and stirring continued for 16 hrs. The solvent was removed under vacuum and the residue purified by ...